This data is from the Open Reaction Database (ORD), a public repository of structured organic reaction records. The task is: describe an organic reaction: reactants, conditions, products, and yield The reactants are ClC1=C(C(=NC2=CC(=CC(=C12)F)F)C=1C=C2C=CN(C2=CC1)C)C (4-Chloro-5,7-difluoro-3-methyl-2-(1-methyl-1H-indol-5-yl)quinoline), CC1(CNC=2C1=NC=C(C2)N2CCOCC2)C (4-(3,3-dimethyl-2,3-dihydro-1H-pyrrolo[3,2-b]pyridin-6-yl)-morpholine), C1(CCCCC1)P(C1=C(C=CC=C1)C1=C(C=C(C=C1C(C)C)C(C)C)C(C)C)C1CCCCC1 (2-(dicyclohexylphosphino)-2′,4′,6′-tri-i-propyl-1,1′-biphenyl), CC(C)([O-])C.[Na+] (sodium tert-butoxide). The reagents and catalysts are C=1C=CC(=CC1)/C=C/C(=O)/C=C/C2=CC=CC=C2.C=1C=CC(=CC1)/C=C/C(=O)/C=C/C2=CC=CC=C2.C=1C=CC(=CC1)/C=C/C(=O)/C=C/C2=CC=CC=C2.[Pd].[Pd] (Pd2dba3). Run in C1(=CC=CC=C1)C (toluene). Yields the product CC1(CN(C=2C1=NC=C(C2)N2CCOCC2)C2=C(C(=NC1=CC(=CC(=C21)F)F)C=2C=C1C=CN(C1=CC2)C)C)C (4-(3,3-dimethyl-6-(4-morpholinyl)-2,3-dihydro-1H-pyrrolo[3,2-b]pyridin-1-yl)-5,7-difluoro-3-methyl-2-(1-methyl-1H-indol-5-yl)-quinoline). Reaction SMILES: Cl[C:2]1[C:11]2[C:6](=[CH:7][C:8]([F:13])=[CH:9][C:10]=2[F:12])[N:5]=[C:4]([C:14]2[CH:15]=[C:16]3[C:20](=[CH:21][CH:22]=2)[N:19]([CH3:23])[CH:18]=[CH:17]3)[C:3]=1[CH3:24].[CH3:25][C:26]1([CH3:41])[C:30]2=[N:31][CH:32]=[C:33]([N:35]3[CH2:40][CH2:39][O:38][CH2:37][CH2:36]3)[CH:34]=[C:29]2[NH:28][CH2:27]1.C1(P(C2CCCCC2)C2C=CC=CC=2C2C(C(C)C)=CC(C(C)C)=CC=2C(C)C)CCCCC1.CC(C)([O-])C.[Na+]>C1C=CC(/C=C/C(/C=C/C2C=CC=CC=2)=O)=CC=1.C1C=CC(/C=C/C(/C=C/C2C=CC=CC=2)=O)=CC=1.C1C=CC(/C=C/C(/C=C/C2C=CC=CC=2)=O)=CC=1.[Pd].[Pd].C1(C)C=CC=CC=1>[CH3:25][C:26]1([CH3:41])[C:30]2=[N:31][CH:32]=[C:33]([N:35]3[CH2:40][CH2:39][O:38][CH2:37][CH2:36]3)[CH:34]=[C:29]2[N:28]([C:2]2[C:11]3[C:6](=[CH:7][C:8]([F:13])=[CH:9][C:10]=3[F:12])[N:5]=[C:4]([C:14]3[CH:15]=[C:16]4[C:20](=[CH:21][CH:22]=3)[N:19]([CH3:23])[CH:18]=[CH:17]4)[C:3]=2[CH3:24])[CH2:27]1 |f:3.4,5.6.7.8.9|. Procedure details: 4-Chloro-5,7-difluoro-3-methyl-2-(1-methyl-1H-indol-5-yl)quinoline (44.1 mg, 0.129 mmol), 4-(3,3-dimethyl-2,3-dihydro-1H-pyrrolo[3,2-b]pyridin-6-yl)-morpholine (30 mg, 0.129 mmol), 2-(dicyclohexylphosphino)-2′,4′,6′-tri-i-propyl-1,1′-biphenyl (12.3 mg, 0.026 mmol), Pd2dba3 (11.8 mg, 0.013 mmol), sodium tert-butoxide (37.1 mg, 0.386 mmol), and toluene (1.29 mL) were stirred at 105° C. for 2 h. The reaction mixture was then concentrated and the resulting residue partitioned between EtOAc and satur... Starting materials: C(C)(C)(C)C1=CC=C(C(=O)NC2=C(SC=C2)C(=O)O)C=C1 (3-(4-tert-butylbenzoyl)amino-2-thiophenecarboxylic acid), C(C(=O)Cl)(=O)Cl (oxalyl chloride). Solvent: C(Cl)Cl (methylene chloride). Conditions: time 2 hour. Product: C(C)(C)(C)C1=CC=C(C=C1)C=1OC(C2=C(N1)C=CS2)=O (2-[4-(tert-butyl)phenyl]-4-oxo-4H-thieno[3,2-d]-[1.3]oxazine). The yield is 96.6%. As a reaction SMILES: [C:1]([C:5]1[CH:21]=[CH:20][C:8]([C:9]([NH:11][C:12]2[CH:16]=[CH:15][S:14][C:13]=2[C:17]([OH:19])=[O:18])=O)=[CH:7][CH:6]=1)([CH3:4])([CH3:3])[CH3:2].C(Cl)(=O)C(Cl)=O>C(Cl)Cl>[C:1]([C:5]1[CH:21]=[CH:20][C:8]([C:9]2[O:18][C:17](=[O:19])[C:13]3[S:14][CH:15]=[CH:16][C:12]=3[N:11]=2)=[CH:7][CH:6]=1)([CH3:4])([CH3:3])[CH3:2]. Procedure: A solution of 3-(4-tert-butylbenzoyl)amino-2-thiophenecarboxylic acid (8.1 g, 27 mmol) in methylene chloride (135 mL) was treated with oxalyl chloride (11.8 mL, 135 mmol). The mixture was slowly heated to afford a homogeneous solution. After 2 h, the mixture was concentrated in vacuo and the residue dissolved in methylene chloride (135 mL) and treated with pyridine (2.2 mL). After 1 hr, the mixture was concentrated in vacuo and the residue partitioned between ethyl acetate and water. The organic... The reactants are ClC(F)F (chlorodifluoromethane), ClC1=C(C=CC(=C1)Cl)C=1C(NC(=CC1)C)=O (3-(2,4-dichlorophenyl)-6-methyl-2(1H)-pyridone), [OH-].[K+] (potassium hydroxide). The reagents and catalysts are [Br-].C(CCC)[N+](CCCC)(CCCC)CCCC (tetrabutylammonium bromide). Solvent: C1CCOC1 (THF). Run at temperature 0 celsius, time 1 hour. The product is 0.70, ClC1=C(C=CC(=C1)Cl)C=1C(N(C(=CC1)C)C(F)F)=O (3-(2,4-dichlorophenyl)-1-difluoromethyl-6-methyl-2(1H)-pyridone). Isolated yield 14.0%. As a reaction SMILES: [Cl:1][C:2]1[CH:7]=[C:6]([Cl:8])[CH:5]=[CH:4][C:3]=1[C:9]1[C:10](=[O:16])[NH:11][C:12]([CH3:15])=[CH:13][CH:14]=1.[OH-].[K+].Cl[CH:20]([F:22])[F:21]>[Br-].C([N+](CCCC)(CCCC)CCCC)CCC.C1COCC1>[Cl:1][C:2]1[CH:7]=[C:6]([Cl:8])[CH:5]=[CH:4][C:3]=1[C:9]1[C:10](=[O:16])[N:11]([CH:20]([F:22])[F:21])[C:12]([CH3:15])=[CH:13][CH:14]=1 |f:1.2,4.5|. Procedure: 4.0 g of 3-(2,4-dichlorophenyl)-6-methyl-2(1H)-pyridone, 0.8 g of tetrabutylammonium bromide and 2.6 g of potassium hydroxide were dissolved in 100 ml of THF, and chlorodifluoromethane was blown therein under cooling to 0° C. After completion of the blowing, stirring was continued further at room temperature for 1 hour to complete the reaction. Then, the solvent was distilled off under reduced pressure, and the residue was extracted with ethyl acetate and washed with water. Then, the organic lay... Starting materials: [F-].C(CCC)[N+](CCCC)(CCCC)CCCC (tetrabutylammonium fluoride), C(C1=CC=CC=C1)C1C(N(C(C(N1C)=O)C(C1=CC=CC=C1)C#C[Si](C)(C)C)C)=O (3-benzyl-1,4-dimethyl-6-(2-trimethylsilanylethynylbenzyl)piperazine-2,5-dione), [NH4+].[Cl-] (NH4Cl). Solvent: C1CCOC1 (THF). Run at time 1 hour. The product is C(C1=CC=CC=C1)C1C(N(C(C(N1C)=O)CC1=C(C=CC=C1)C#C)C)=O (3-Benzyl-6-(2-ethynylbenzyl)-1,4-dimethylpiperazine-2,5-dione). Isolated yield 65.6%. As a reaction SMILES: [F-].[CH2:2]([N+](CCCC)(CCCC)CCCC)[CH2:3]CC.[CH2:19]([CH:26]1[N:31]([CH3:32])[C:30](=[O:33])[CH:29]([CH:34](C#C[Si](C)(C)C)[C:35]2[CH:40]=[CH:39][CH:38]=[CH:37][CH:36]=2)[N:28]([CH3:47])[C:27]1=[O:48])[C:20]1[CH:25]=[CH:24][CH:23]=[CH:22][CH:21]=1.[NH4+].[Cl-]>C1COCC1>[CH2:19]([CH:26]1[N:31]([CH3:32])[C:30](=[O:33])[CH:29]([CH2:34][C:35]2[CH:40]=[CH:39][CH:38]=[CH:37][C:36]=2[C:2]#[CH:3])[N:28]([CH3:47])[C:27]1=[O:48])[C:20]1[CH:21]=[CH:22][CH:23]=[CH:24][CH:25]=1 |f:0.1,3.4|. Procedure details: At 0° C., tetrabutylammonium fluoride (1 mM in THF, 0.5 ml, 0.5 mmol) was added dropwise to 3-benzyl-1,4-dimethyl-6-(2-trimethylsilanylethynylbenzyl)piperazine-2,5-dione (140 mg, 0.22 mmol) in THF (abs., 5 ml). The mixture was stirred at this temperature for 1 h. After addition of NH4Cl solution (saturated, aq.), the mixture was extracted with ethyl acetate and the organic phases were dried and concentrated. Purification by column chromatography gave 50 mg (65%) of the target compound as a yello... Reactants: CCOP(=O)(CCCCCN1C(=O)c2ccccc2C1=O)OCC, C1CCOC1, CC(C)O, NN. Product: CCOP(=O)(CCCCCN)OCC. RXN SMILES: [CH2:1]([CH3:2])[O:3][P:4]([O:5][CH2:6][CH3:7])(=[O:8])[CH2:9][CH2:10][CH2:11][CH2:12][CH2:13][N:14]1[C:15](=[O:16])[c:17]2[c:18]([cH:19][cH:20][cH:21][cH:22]2)[C:23]1=[O:24].[CH2:31]1[O:32][CH2:33][CH2:34][CH2:35]1.[CH:25]([OH:26])([CH3:27])[CH3:28].[NH2:29][NH2:30]>>[CH2:1]([CH3:2])[O:3][P:4]([O:5][CH2:6][CH3:7])(=[O:8])[CH2:9][CH2:10][CH2:11][CH2:12][CH2:13][NH2:14].